The task is: describe an organic reaction: reactants, conditions, products, and yield. This data is from the Open Reaction Database (ORD), a public repository of structured organic reaction records. The reactants are Cl (hydrochloric acid), crude product, ClC1=C(C=C(C=C1)B1OC(C(O1)(C)C)(C)C)OC(F)F (2-(4-chloro-3-difluoromethoxyphenyl)-4,4,5,5-tetramethyl-1,3,2-dioxaborolane), O (Water), C(C)(=O)OCC (ethyl acetate). Run in O1CCCC1 (tetrahydrofuran). Conditions: time 4 hour. Yields the product ClC1=C(C=C(C=C1)B(O)O)OC(F)F ([4-Chloro-3-(difluoromethoxy)phenyl]boronic acid). Yield: 11.2%. As a reaction SMILES: Cl.[Cl:2][C:3]1[CH:8]=[CH:7][C:6]([B:9]2[O:13]C(C)(C)C(C)(C)[O:10]2)=[CH:5][C:4]=1[O:18][CH:19]([F:21])[F:20].O.C(OCC)(=O)C>O1CCCC1>[Cl:2][C:3]1[CH:8]=[CH:7][C:6]([B:9]([OH:13])[OH:10])=[CH:5][C:4]=1[O:18][CH:19]([F:20])[F:21]. Reported procedure: 2 M hydrochloric acid (10 mL) was added to the crude product of 2-(4-chloro-3-difluoromethoxyphenyl)-4,4,5,5-tetramethyl-1,3,2-dioxaborolane (1.14 g) in tetrahydrofuran (10 mL), and the mixture was stirred at room temperature for four hours. Water and ethyl acetate were added to the reaction solution, followed by extraction with ethyl acetate. The organic layer was extracted with a 2 M sodium hydroxide solution. The resulting solution was made acidic with concentrated hydrochloric acid and then ... Starting materials: CC1=C(N=C(S1)C1=CC=CC=C1)CCO (2-(5-methyl-2-phenyl-thiazol-4-yl)-ethanol), C1(=CC=CC=C1)P(C1=CC=CC=C1)C1=CC=CC=C1 (triphenylphosphine), N(=NC(=O)OC(C)C)C(=O)OC(C)C (DIAD), COC(C(CC1=CC=C(C=2SC=CC21)O)OCC)=O ([rac]-2-ethoxy-3-(7-hydroxy-benzo[b]thiophen-4-yl)-propionic acid methyl ester). Solvent: O1CCCC1 (tetrahydrofuran). The product is COC(C(CC1=CC=C(C=2SC=CC21)OCCC=2N=C(SC2C)C2=CC=CC=C2)OCC)=O ([rac]-2-ethoxy-3-{7-[2-(5-methyl-2-phenyl-thiazol-4-yl)-ethoxy]-benzo[b]thiophen-4-yl}-propionic acid methyl ester). Reaction SMILES: [CH3:1][O:2][C:3](=[O:19])[CH:4]([O:16][CH2:17][CH3:18])[CH2:5][C:6]1[C:14]2[CH:13]=[CH:12][S:11][C:10]=2[C:9]([OH:15])=[CH:8][CH:7]=1.[CH3:20][C:21]1[S:25][C:24]([C:26]2[CH:31]=[CH:30][CH:29]=[CH:28][CH:27]=2)=[N:23][C:22]=1[CH2:32][CH2:33]O.C1(P(C2C=CC=CC=2)C2C=CC=CC=2)C=CC=CC=1.N(C(OC(C)C)=O)=NC(OC(C)C)=O>O1CCCC1>[CH3:1][O:2][C:3](=[O:19])[CH:4]([O:16][CH2:17][CH3:18])[CH2:5][C:6]1[C:14]2[CH:13]=[CH:12][S:11][C:10]=2[C:9]([O:15][CH2:33][CH2:32][C:22]2[N:23]=[C:24]([C:26]3[CH:31]=[CH:30][CH:29]=[CH:28][CH:27]=3)[S:25][C:21]=2[CH3:20])=[CH:8][CH:7]=1. Reported procedure: In analogy to the procedure described in example 1 d], [rac]-2-ethoxy-3-(7-hydroxy-benzo[b]thiophen-4-yl)-propionic acid methyl ester was reacted with 2-(5-methyl-2-phenyl-thiazol-4-yl)-ethanol [PCT Int. Appl. (2002), WO 02/18355 A1] in tetrahydrofuran in the presence of triphenylphosphine and DIAD (diisopropyl azodicarboxylate) to yield [rac]-2-ethoxy-3-{7-[2-(5-methyl-2-phenyl-thiazol-4-yl)-ethoxy]-benzo[b]thiophen-4-yl}-propionic acid methyl ester as colorless viscous oil. Starting materials: C(C)(C)(C)OC(=O)NC1=CC=C(C=C1)SC1=C(C=C(C(=O)O)C=C1)NC=1C2=C(N=CN1)N=C(C=C2)C(C)C (4-(4-tert-Butoxycarbonylamino-phenylsulfanyl)-3-(7-isopropyl-pyrido[2,3-d]pyrimidin-4-ylamino)-benzoic acid), C1(=CC(=CC=C1)CCN)C (2-(m-tolyl)ethylamine). Yields the product C(C)(C)(C)OC(NC1=CC=C(C=C1)SC1=C(C=C(C=C1)C(NCCC=1C=C(C=CC1)C)=O)NC=1C2=C(N=CN1)N=C(C=C2)C(C)C)=O ({4-[2-(7-Isopropyl-pyrido[2,3-d]pyrimidin-4-ylamino)-4-(2-m-tolyl-ethylcarbamoyl)-phenylsulfanyl]-phenyl}-carbamic acid tert-butyl ester). Reaction SMILES: [C:1]([O:5][C:6]([NH:8][C:9]1[CH:14]=[CH:13][C:12]([S:15][C:16]2[CH:24]=[CH:23][C:19]([C:20]([OH:22])=O)=[CH:18][C:17]=2[NH:25][C:26]2[C:27]3[CH:35]=[CH:34][C:33]([CH:36]([CH3:38])[CH3:37])=[N:32][C:28]=3[N:29]=[CH:30][N:31]=2)=[CH:11][CH:10]=1)=[O:7])([CH3:4])([CH3:3])[CH3:2].[C:39]1([CH3:48])[CH:44]=[CH:43][CH:42]=[C:41]([CH2:45][CH2:46][NH2:47])[CH:40]=1>>[C:1]([O:5][C:6](=[O:7])[NH:8][C:9]1[CH:10]=[CH:11][C:12]([S:15][C:16]2[CH:24]=[CH:23][C:19]([C:20](=[O:22])[NH:47][CH2:46][CH2:45][C:41]3[CH:40]=[C:39]([CH3:48])[CH:44]=[CH:43][CH:42]=3)=[CH:18][C:17]=2[NH:25][C:26]2[C:27]3[CH:35]=[CH:34][C:33]([CH:36]([CH3:37])[CH3:38])=[N:32][C:28]=3[N:29]=[CH:30][N:31]=2)=[CH:13][CH:14]=1)([CH3:2])([CH3:3])[CH3:4]. Procedure: According to the procedure in Example 385F, the title compound was prepared using 4-(4-tert-butoxycarbonylamino-phenylsulfanyl)-3-(7-isopropyl-pyrido[2,3-d]pyrimidin-4-ylamino)-benzoic acid (prepared in Example 385E) and 2-(m-tolyl)ethylamine. The reactants are CO (methanol), [OH-].[Na+] (sodium hydroxide), COC(C(CC1CCN(CC1)C1=NC=C(C=C1)[N+](=O)[O-])(C)C)=O (2,2-Dimethyl-3-(5′-nitro-3,4,5,6-tetrahydro-2H-[1,2′]bipyridinyl-4-yl)-propionic acid methyl ester). Solvent: O1CCCC1 (tetrahydrofuran). Yields the product CC(C(=O)O)(CC1CCN(CC1)C1=NC=C(C=C1)[N+](=O)[O-])C (2,2-dimethyl-3-(5′-nitro-3,4,5,6-tetrahydro-2H-[1,2′]bipyridinyl-4-yl)-propionic acid). Isolated yield 95.2%. Reaction SMILES: C[O:2][C:3](=[O:23])[C:4]([CH3:22])([CH3:21])[CH2:5][CH:6]1[CH2:11][CH2:10][N:9]([C:12]2[CH:17]=[CH:16][C:15]([N+:18]([O-:20])=[O:19])=[CH:14][N:13]=2)[CH2:8][CH2:7]1.CO.[OH-].[Na+]>O1CCCC1>[CH3:21][C:4]([CH3:22])([CH2:5][CH:6]1[CH2:7][CH2:8][N:9]([C:12]2[CH:17]=[CH:16][C:15]([N+:18]([O-:20])=[O:19])=[CH:14][N:13]=2)[CH2:10][CH2:11]1)[C:3]([OH:23])=[O:2] |f:2.3|. Procedure: 2,2-Dimethyl-3-(5′-nitro-3,4,5,6-tetrahydro-2H-[1,2′]bipyridinyl-4-yl)-propionic acid methyl ester (199 mg, 0.62 mmol) from above was dissolved in tetrahydrofuran (2 mL). Then methanol (4 mL) and sodium hydroxide solution (1N, 2 mL) were added. The mixture was stirred and refluxed for 8 hrs. Solvents were evaporated and the residue was dissolved in hot methanol. The solution was cooled to room temperature and hydrochloric acid (1N, 2 mL) was added. The resulting mixture was cooled in an ice bath... Starting materials: ClC=1C=C(SC1Cl)S(=O)(=O)Cl (4,5-Dichloro-thiophene-2-sulfonyl chloride), N1C=CC=2C(=NC=CC21)N2CCN(CC2)C(=O)OC(C)(C)C (tert-butyl 4-(1H-pyrrolo[3,2-c]pyridin-4-yl)piperazine-1-carboxylate). Product: Cl.ClC=1C=C(SC1Cl)S(=O)(=O)N1C=CC=2C(=NC=CC21)N2CCNCC2 (1-(4,5-Dichloro-thiophene-2-sulfonyl)-4-piperazin-1-yl-1H-pyrrolo[3,2-c]pyridine hydrochloride). RXN SMILES: [Cl:1][C:2]1[CH:3]=[C:4]([S:8](Cl)(=[O:10])=[O:9])[S:5][C:6]=1[Cl:7].[NH:12]1[C:20]2[CH:19]=[CH:18][N:17]=[C:16]([N:21]3[CH2:26][CH2:25][N:24](C(OC(C)(C)C)=O)[CH2:23][CH2:22]3)[C:15]=2[CH:14]=[CH:13]1>>[ClH:1].[Cl:1][C:2]1[CH:3]=[C:4]([S:8]([N:12]2[C:20]3[CH:19]=[CH:18][N:17]=[C:16]([N:21]4[CH2:22][CH2:23][NH:24][CH2:25][CH2:26]4)[C:15]=3[CH:14]=[CH:13]2)(=[O:10])=[O:9])[S:5][C:6]=1[Cl:7] |f:2.3|. Reported procedure: 4,5-Dichloro-thiophene-2-sulfonyl chloride (32.4 mg) was added to tert-butyl 4-(1H-pyrrolo[3,2-c]pyridin-4-yl)piperazine-1-carboxylate the title compound (0.3 mg). LC/MS RT: 1.119 (System 10 till 40% MeCN over 1.5 min, ACE C8), Purity. 92%. MS: 418 (M+1). The reactants are COc1ccc(CCC(C)Nc2c(C)noc2-c2ccc(Br)cc2)cc1, CCOC(=O)C1(c2ccc(B3OC(C)(C)C(C)(C)O3)cc2)CC1. Yields the product CCOC(=O)C1(c2ccc(-c3ccc(-c4onc(C)c4NC(C)CCc4ccc(OC)cc4)cc3)cc2)CC1. As a reaction SMILES: [Br:1][c:2]1[cH:3][cH:4][c:5](-[c:8]2[c:9]([NH:14][CH:15]([CH2:16][CH2:17][c:18]3[cH:19][cH:20][c:21]([O:24][CH3:25])[cH:22][cH:23]3)[CH3:26])[c:10]([CH3:13])[n:11][o:12]2)[cH:6][cH:7]1.[CH2:27]([CH3:28])[O:29][C:30](=[O:31])[C:32]1([c:35]2[cH:36][cH:37][c:38]([B:41]3[O:42][C:43]([CH3:44])([CH3:45])[C:46]([CH3:47])([CH3:48])[O:49]3)[cH:39][cH:40]2)[CH2:33][CH2:34]1>>[c:2]1(-[c:38]2[cH:37][cH:36][c:35]([C:32]3([C:30]([O:29][CH2:27][CH3:28])=[O:31])[CH2:33][CH2:34]3)[cH:40][cH:39]2)[cH:3][cH:4][c:5](-[c:8]2[c:9]([NH:14][CH:15]([CH2:16][CH2:17][c:18]3[cH:19][cH:20][c:21]([O:24][CH3:25])[cH:22][cH:23]3)[CH3:26])[c:10]([CH3:13])[n:11][o:12]2)[cH:6][cH:7]1. Reaction SMILES: [NH2-].[Na+].[Cl:3][C:4]1[CH:9]=[CH:8][C:7]([NH:10][CH:11]2[CH2:16][CH2:15][N:14]([CH:17]([CH3:19])[CH3:18])[CH2:13][CH2:12]2)=[CH:6][CH:5]=1.[Cl:20][C:21]1[CH:22]=[C:23]([CH2:28][C:29](Cl)=[O:30])[CH:24]=[CH:25][C:26]=1[Cl:27].Cl.[OH-].[Na+]>O.C1C=CC=CC=1>[Cl:20][C:21]1[CH:22]=[C:23]([CH2:28][C:29]([N:10]([C:7]2[CH:8]=[CH:9][C:4]([Cl:3])=[CH:5][CH:6]=2)[CH:11]2[CH2:16][CH2:15][N:14]([CH:17]([CH3:19])[CH3:18])[CH2:13][CH2:12]2)=[O:30])[CH:24]=[CH:25][C:26]=1[Cl:27] |f:0.1,5.6|. Solvent: C1=CC=CC=C1 (benzene), O (water), C1=CC=CC=C1 (benzene), C1=CC=CC=C1 (benzene). Reactants: ClC=1C=C(C=CC1Cl)CC(=O)Cl (3,4-dichlorobenzeneacetyl chloride), Cl (hydrochloric acid), [OH-].[Na+] (sodium hydroxide), [NH2-].[Na+] (sodium amide), ClC1=CC=C(C=C1)NC1CCN(CC1)C(C)C (N-(4-chlorophenyl)-1-(1-methylethyl)-4-piperidinamine). Procedure details: a suspension of 1.25 parts of sodium amide in 56 parts of benzene is stirred under nitrogen atmosphere and warmed to a temperature of 40° C. Then there is added dropwise a solution of 6 parts of N-(4-chlorophenyl)-1-(1-methylethyl)-4-piperidinamine in 56 parts of benzene. Upon completion, the whole is stirred and refluxed for 16h.45. The mixture is cooled to 25° C. and there is added a mixture of 7.8 parts of 3,4-dichlorobenzeneacetyl chloride in 88 parts of benzene. After stirring and refluxing... Reaction conditions: temperature 40 celsius. Product: ClC=1C=C(C=CC1Cl)CC(=O)N(C1CCN(CC1)C(C)C)C1=CC=C(C=C1)Cl (3,4-dichloro-N-(4-chlorophenyl)-N-[1-(1-methylethyl)-4-piperidinyl]benzeneacetamide).